Dataset: the Open Reaction Database (ORD), a public repository of structured organic reaction records. Task: describe an organic reaction: reactants, conditions, products, and yield Reactants: [F-].[K+] (potassium fluoride), O.O.O.[S-2].[Na+].[Na+] (sodium sulfide trihydrate), CC1=C(C(=CC(=C1)C(=O)O)C)C(O)C1=C(C=CC(=C1)I)Cl (α-(2,6-dimethyl-4-carboxyphenyl)-2-chloro-5-iodobenzenemethanol), N1C=NC=C1 (imidazole), C([O-])([O-])=O.[K+].[K+] (potassium carbonate). The reagents and catalysts are [Cu] (copper). Solvent: O (water), CN(C=O)C (dimethylformamide). Conditions: time 30 hour. Product: CC1=C(C(=CC(=C1)C(=O)O)C)C(O)C1=C(C=CC(=C1)N1C=NC=C1)Cl (α-(2,6-dimethyl-4-carboxyphenyl)-2-chloro-5-(1-imidazolyl)benzenemethanol). As a reaction SMILES: [CH3:1][C:2]1[CH:7]=[C:6]([C:8]([OH:10])=[O:9])[CH:5]=[C:4]([CH3:11])[C:3]=1[CH:12]([C:14]1[CH:19]=[C:18](I)[CH:17]=[CH:16][C:15]=1[Cl:21])[OH:13].[NH:22]1[CH:26]=[CH:25][N:24]=[CH:23]1.C(=O)([O-])[O-].[K+].[K+].[F-].[K+].O.O.O.[S-2].[Na+].[Na+]>[Cu].O.CN(C)C=O>[CH3:1][C:2]1[CH:7]=[C:6]([C:8]([OH:10])=[O:9])[CH:5]=[C:4]([CH3:11])[C:3]=1[CH:12]([C:14]1[CH:19]=[C:18]([N:22]2[CH:26]=[CH:25][N:24]=[CH:23]2)[CH:17]=[CH:16][C:15]=1[Cl:21])[OH:13] |f:2.3.4,5.6,7.8.9.10.11.12|. Procedure details: To a suspension of 21 g of α-(2,6-dimethyl-4-carboxyphenyl)-2-chloro-5-iodobenzenemethanol, 5.1 g of imidazole, 13.8 g of potassium carbonate and 120 ml of dimethylformamide are added 0.4 g of potassium fluoride and 0.4 g of copper powder, and the mixture is stirred at 135°-140° C. for 30 hours. After cooling, to the reaction mixture is added 240 ml of water and 0.45 g of sodium sulfide trihydrate. The whole mixture is stirred for 30 minutes. The precipitated copper sulfide is filtered with sell... Reactants: NN1C(C2=CC=CC=C2C(=N1)C(F)(F)F)=O (2-amino-4-(trifluoromethyl)phthalazin-1(2H)-one), C1(=CC=CC=C1)C1(CC1)CC(=O)O (2-(1-phenylcyclopropyl)acetic acid), C(C(=O)Cl)(=O)Cl (oxalyl dichloride), CN(C)C=O (DMF). Run in ClCCl (dichloromethane). Conditions: time 2 hour. Product: O=C1N(N=C(C2=CC=CC=C12)C(F)(F)F)NC(CC1(CC1)C1=CC=CC=C1)=O (N-[1-oxo-4-(trifluoromethyl)phthalazin-2(1H)-yl]-2-(1-phenylcyclopropyl)acetamide). Yield: 38.4%. RXN SMILES: [C:1]1([C:7]2([CH2:10][C:11]([OH:13])=O)[CH2:9][CH2:8]2)[CH:6]=[CH:5][CH:4]=[CH:3][CH:2]=1.C(Cl)(=O)C(Cl)=O.CN(C=O)C.[NH2:25][N:26]1[N:35]=[C:34]([C:36]([F:39])([F:38])[F:37])[C:33]2[C:28](=[CH:29][CH:30]=[CH:31][CH:32]=2)[C:27]1=[O:40]>ClCCl>[O:40]=[C:27]1[C:28]2[C:33](=[CH:32][CH:31]=[CH:30][CH:29]=2)[C:34]([C:36]([F:37])([F:39])[F:38])=[N:35][N:26]1[NH:25][C:11](=[O:13])[CH2:10][C:7]1([C:1]2[CH:2]=[CH:3][CH:4]=[CH:5][CH:6]=2)[CH2:8][CH2:9]1. Procedure: A solution of 2-(1-phenylcyclopropyl)acetic acid (0.063 g, 0.36 mmol) and oxalyl dichloride (0.042 mL, 0.48 mmol) in dichloromethane (1 mL) with a catalytic amount of DMF was stirred for 90 minutes, and concentrated. The material was re-dissolved in dichloromethane (1 mL) and the product from Example 11B (0.080 g, 0.35 mmol) was added, stirred for 2 hours, and concentrated. The residue was chromatographed on SiO2 (0-2% diethyl ether/dichloromethane) to give the title compound (52 mg) as a white ... The reactants are CS(C)=O, CCN(C(C)C)C(C)C, CC1COc2c(F)c(F)c(N)c3c(=O)c(C#N)cn1c23, NC1CCC(n2cccn2)C1. Yields the product CC1COc2c(NC3CCC(n4cccn4)C3)c(F)c(N)c3c(=O)c(C#N)cn1c23. As a reaction SMILES: [CH3:41][S:42]([CH3:43])=[O:44].[CH:32]([N:33]([CH:34]([CH3:35])[CH3:36])[CH2:37][CH3:38])([CH3:39])[CH3:40].[NH2:1][c:2]1[c:3]([F:20])[c:4]([F:19])[c:5]2[c:6]3[n:7]([cH:12][c:13]([C:17]#[N:18])[c:14](=[O:16])[c:15]13)[CH:8]([CH3:11])[CH2:9][O:10]2.[n:21]1([CH:26]2[CH2:27][CH:28]([NH2:31])[CH2:29][CH2:30]2)[n:22][cH:23][cH:24][cH:25]1>>[NH2:1][c:2]1[c:3]([F:20])[c:4]([NH:31][CH:28]2[CH2:27][CH:26]([n:21]3[n:22][cH:23][cH:24][cH:25]3)[CH2:30][CH2:29]2)[c:5]2[c:6]3[n:7]([cH:12][c:13]([C:17]#[N:18])[c:14](=[O:16])[c:15]13)[CH:8]([CH3:11])[CH2:9][O:10]2. The reactants are CN(C1CCNCC1)C (dimethyl-piperidin-4-yl-amine), C(C)(=O)O[BH-](OC(C)=O)OC(C)=O.[Na+] (sodium triacetoxyborohydride), C(C)(=O)O (acetic acid), ClC=1N=C(C2=C(N1)C=C(S2)C=O)N2CCOCC2 (2-chloro-4-morpholin-4-yl-thieno[3,2-d]pyrimidine-6-carbaldehyde). The solvent is C1CCOC1 (THF). Run at time 17 hour. Yields the product ClC=1N=C(C2=C(N1)C=C(S2)CN2CCC(CC2)N(C)C)N2CCOCC2 ([1-(2-Chloro-4-morpholin-4-yl-thieno[3,2-d]pyrimidin-6-ylmethyl)-piperidin-4-yl]-dimethyl-amine). The yield is 23.8%. RXN SMILES: [Cl:1][C:2]1[N:3]=[C:4]([N:13]2[CH2:18][CH2:17][O:16][CH2:15][CH2:14]2)[C:5]2[S:10][C:9]([CH:11]=O)=[CH:8][C:6]=2[N:7]=1.[CH3:19][N:20]([CH3:27])[CH:21]1[CH2:26][CH2:25][NH:24][CH2:23][CH2:22]1.C(O[BH-](OC(=O)C)OC(=O)C)(=O)C.[Na+].C(O)(=O)C>C1COCC1>[Cl:1][C:2]1[N:3]=[C:4]([N:13]2[CH2:18][CH2:17][O:16][CH2:15][CH2:14]2)[C:5]2[S:10][C:9]([CH2:11][N:24]3[CH2:25][CH2:26][CH:21]([N:20]([CH3:27])[CH3:19])[CH2:22][CH2:23]3)=[CH:8][C:6]=2[N:7]=1 |f:2.3|. Procedure details: To a suspension of 2-chloro-4-morpholin-4-yl-thieno[3,2-d]pyrimidine-6-carbaldehyde (0.30 g, 1.06 mmol) in anhydrous THF (5 mL) were added dimethyl-piperidin-4-yl-amine (0.27 g, 2.11 mmol), sodium triacetoxyborohydride (0.34 g, 1.60 mmol) and glacial acetic acid (90 μL, 1.59 mmol). The resulting solution was stirred at RT for 17 h, then partitioned between EtOAc and a sat. aqueous solution of NaHCO3. The organic layer was isolated, dried (MgSO4) and concentrated in vacuo. The resultant residue w... The reactants are Cl.C1(=CC=CC=C1)C1(CCC([C@H]2CNC[C@@H]12)=O)C1=CC=CC=C1 ((3aR,7aR)-7,7-diphenyl-4-perhydroisoindolone hydrochloride), C([O-])([O-])=O.[K+].[K+] (potassium carbonate), F[B-](F)(F)F.O(CC)[O+](OCC)OCC (Triethoxyloxonium tetrafluoroborate), S1C(=CC=C1)CNC(CC1=C(C=CC=C1)OC)=O (N-(2-thienyl)methyl-2-(2-methoxyphenyl)acetamide). The solvent is ClCCl (dichloromethane), C(C)N(CC)CC (triethylamine), ClCCl (dichloromethane). Run at time 7 hour. Yields the product COC1=C(C=CC=C1)CC(=NCC=1SC=CC1)N1C[C@H]2C(CCC([C@H]2C1)=O)(C1=CC=CC=C1)C1=CC=CC=C1 ((3aR,7aR)-2-[2-(2-methoxyphenyl)-1-(2-thienylmethyl)iminoethyl]-7,7-diphenyl-4-perhydroisoindolone). Yield: 25.3%. RXN SMILES: F[B-](F)(F)F.O([O+](OCC)OCC)CC.[S:16]1[CH:20]=[CH:19][CH:18]=[C:17]1[CH2:21][NH:22][C:23](=O)[CH2:24][C:25]1[CH:30]=[CH:29][CH:28]=[CH:27][C:26]=1[O:31][CH3:32].Cl.[C:35]1([C:41]2([C:51]3[CH:56]=[CH:55][CH:54]=[CH:53][CH:52]=3)[C@H:49]3[C@H:45]([CH2:46][NH:47][CH2:48]3)[C:44](=[O:50])[CH2:43][CH2:42]2)[CH:40]=[CH:39][CH:38]=[CH:37][CH:36]=1.C(=O)([O-])[O-].[K+].[K+]>ClCCl.C(N(CC)CC)C>[CH3:32][O:31][C:26]1[CH:27]=[CH:28][CH:29]=[CH:30][C:25]=1[CH2:24][C:23]([N:47]1[CH2:46][C@H:45]2[C@H:49]([C:41]([C:51]3[CH:56]=[CH:55][CH:54]=[CH:53][CH:52]=3)([C:35]3[CH:40]=[CH:39][CH:38]=[CH:37][CH:36]=3)[CH2:42][CH2:43][C:44]2=[O:50])[CH2:48]1)=[N:22][CH2:21][C:17]1[S:16][CH:20]=[CH:19][CH:18]=1 |f:0.1,3.4,5.6.7|. Procedure: Triethoxyloxonium tetrafluoroborate (4 g) is added to a stirred solution of N-(2-thienyl)methyl-2-(2-methoxyphenyl)acetamide (5.2 g) in anhydrous dichloromethane (50 cc). Stirring of the reaction mixture is continued for 7 hours, at ambient temperature. The mixture is cooled to +5° C. and a solution of (3aR,7aR)-7,7-diphenyl-4-perhydroisoindolone hydrochloride (4.6 g) and triethylamine (5 cc) in dichloromethane (50 cc) is then added. Stirring of the reaction mixture is then continued for 20 hour...